Dataset: the Open Reaction Database (ORD), a public repository of structured organic reaction records. Task: describe an organic reaction: reactants, conditions, products, and yield Starting materials: C(C)C1(C(OC1)C)O (3-ethyl-3-hydroxy-methyloxetane), ClCCl (dichloromethane), O (water), C(C=C)Br (allyl bromide), aqueous solution, [OH-].[K+] (potassium hydroxide). The reagents and catalysts are [Br-].C(CCC)[N+](CCCC)(CCCC)CCCC (tetra-n-butylammonium bromide). Run at time 24 hour. The product is C(C)C1(COC1)COCC=C (3-ethyl-3-allyloxymethyloxetane). As a reaction SMILES: [CH2:1]([C:3]1(O)[CH2:6]O[CH:4]1[CH3:7])C.[CH2:9](Br)[CH:10]=[CH2:11].[OH-:13].[K+].Cl[CH2:16]Cl.[OH2:18]>[Br-].C([N+](CCCC)(CCCC)CCCC)CCC>[CH2:4]([C:3]1([CH2:1][O:18][CH2:9][CH:10]=[CH2:11])[CH2:6][O:13][CH2:16]1)[CH3:7] |f:2.3,6.7|. Procedure: In a flask equipped with a stirrer were placed a solution of 23.2 g (0.2 mole) of 3-ethyl-3-hydroxy-methyloxetane dissolved in 48.4 g (0.4 mole) of allyl bromide and 50 g of an aqueous solution containing 50% by weight of potassium hydroxide. Thereto was added 1.0 g of tetra-n-butylammonium bromide at 0° C. with vigorous stirring. After 24 hours, 100 ml of dichloromethane and 100 ml of water were added. The resulting organic phase was washed with water twice, dried over magnesium sulfate, and fi... Starting materials: NC1=NC(=NC(=N1)C(F)F)OC (2-amino-4-difluoromethyl-6-methoxy-1,3,5-triazine), FC(C1=C(C=CC=C1)S(=O)(=O)N=C=O)(F)F (2-trifluoromethylbenzenesulfonyl isocyanate). Solvent: C(C)#N (acetonitrile). Reaction conditions: temperature 25 celsius, time 16 hour. Product: FC(C1=NC(=NC(=N1)OC)NC(=O)NS(=O)(=O)C1=C(C=CC=C1)C(F)(F)F)F (2-[[(4-Difluoromethyl-6-methoxy-1,3,5-triazin-2-yl)amino-carbonyl]aminosulfonyl]benzotrifluoride). RXN SMILES: [NH2:1][C:2]1[N:7]=[C:6]([CH:8]([F:10])[F:9])[N:5]=[C:4]([O:11][CH3:12])[N:3]=1.[F:13][C:14]([F:28])([F:27])[C:15]1[CH:20]=[CH:19][CH:18]=[CH:17][C:16]=1[S:21]([N:24]=[C:25]=[O:26])(=[O:23])=[O:22]>C(#N)C>[F:9][CH:8]([F:10])[C:6]1[N:5]=[C:4]([O:11][CH3:12])[N:3]=[C:2]([NH:1][C:25]([NH:24][S:21]([C:16]2[CH:17]=[CH:18][CH:19]=[CH:20][C:15]=2[C:14]([F:28])([F:13])[F:27])(=[O:22])=[O:23])=[O:26])[N:7]=1. Procedure: A solution of 2.65 g of 2-amino-4-difluoromethyl-6-methoxy-1,3,5-triazine (15 mmol) in 20 ml of acetonitrile was treated at 25° C. with 3.7 g of 2-trifluoromethylbenzenesulfonyl isocyanate (15 mmol). The mixture was subsequently stirred at 25° C. for 16 h, the solvent was removed in a water-jet vacuum at 40° C. and the solid residue was stirred vigorously with 100 ml of diethyl ether. The product was filtered off with suction, washed with a little ether and dried. 4.3 g (10 mmol, 67% of theory) ... Reactants: [OH-].[Na+] (Sodium hydroxide), COC=1C=C(C=O)C=CC1OCC1=CC=CC=C1 (3-methoxy-4-benzyloxybenzaldehyde). Reagents/catalysts: [Ag]=O (silver oxide). Run in O (water). Reaction conditions: temperature 50 celsius, time 1 hour. The product is COC1=C(OCC2=CC=CC=C2)C=CC(=C1)C(=O)O (2-Methoxy-4-carboxyphenoxy-phenyl methane). As a reaction SMILES: [OH-:1].[Na+].[CH3:3][O:4][C:5]1[CH:6]=[C:7]([CH:10]=[CH:11][C:12]=1[O:13][CH2:14][C:15]1[CH:20]=[CH:19][CH:18]=[CH:17][CH:16]=1)[CH:8]=[O:9]>[Ag]=O.O>[CH3:3][O:4][C:5]1[CH:6]=[C:7]([C:8]([OH:1])=[O:9])[CH:10]=[CH:11][C:12]=1[O:13][CH2:14][C:15]1[CH:20]=[CH:19][CH:18]=[CH:17][CH:16]=1 |f:0.1|. Reported procedure: Sodium hydroxide (12g.; 0.3m) was dissolved in 200 ml. of water, silver oxide (11.6g.; 0.05m) added and the resulting mixture warmed to 50° C, 3-methoxy-4-benzyloxybenzaldehyde (12.1g; 0.05m) added in one portion and the mixture heated to 60° C with stirring for 1 hour, stirred 18 hours at room temperature, filtered and acidified to give the acid which was recrystallised from glacial acetic acid, m.p. 172°-3° C.